Dataset: the Open Reaction Database (ORD), a public repository of structured organic reaction records. Task: describe an organic reaction: reactants, conditions, products, and yield The reactants are BrC1=C(C=C2CCN(CC2=C1)C(=O)OC(C)(C)C)F (tert-Butyl 7-bromo-6-fluoro-3,4-dihydroisoquinoline-2(1H)-carboxylate), Cl (hydrogen chloride), O1CCOCC1 (1,4-dioxane). The solvent is C(C)(=O)OCC (ethyl acetate), C(C)OCC (ethyl ether). The product is BrC1=C(C=C2CCNCC2=C1)F (7-bromo-6-fluoro-1,2,3,4-tetrahydroisoquinoline), Cl (HCl). RXN SMILES: [Br:1][C:2]1[CH:11]=[C:10]2[C:5]([CH2:6][CH2:7][N:8](C(OC(C)(C)C)=O)[CH2:9]2)=[CH:4][C:3]=1[F:19].[ClH:20].O1CCOCC1>C(OCC)(=O)C.C(OCC)C>[Br:1][C:2]1[CH:11]=[C:10]2[C:5]([CH2:6][CH2:7][NH:8][CH2:9]2)=[CH:4][C:3]=1[F:19].[ClH:20]. Reported procedure: tert-Butyl 7-bromo-6-fluoro-3,4-dihydroisoquinoline-2(1H)-carboxylate (0.272 g, 1.0 mmol) in ethyl acetate (1 mL) was treated with 4.0 M of hydrogen chloride in 1,4-dioxane (1.0 mL, 4.0 mmol) at r.t. for 2 h. The mixture was diluted with ethyl ether, and centrifugalized. The solvents were decanted. The residue was dried in-vacuo to afford the desired product as HCl salt which was directly used in next step reaction without further purification. The reactants are Cl.FC=1C=CC(=C(C1)C1CC(C=2C(=CC=NC2C1)C)=O)OC (7-(5-fluoro-2-methoxyphenyl)-4-methyl-5,6,7,8-tetrahydroquinolin-5-one hydrochloride), O (water), C([O-])([O-])=O.[K+].[K+] (potassium carbonate). The solvent is C(C)(=O)OCC (ethyl acetate). The product is FC=1C=CC(=C(C1)C1CC(C=2C(=CC=NC2C1)C)=O)O (7-(5-fluoro-2-hydroxyphenyl)-4-methyl-5,6,7,8-tetrahydroquinolin-5-one). Yield: 43.0%. As a reaction SMILES: Cl.[F:2][C:3]1[CH:4]=[CH:5][C:6]([O:21]C)=[C:7]([CH:9]2[CH2:18][C:17]3[N:16]=[CH:15][CH:14]=[C:13]([CH3:19])[C:12]=3[C:11](=[O:20])[CH2:10]2)[CH:8]=1.O.C(=O)([O-])[O-].[K+].[K+]>C(OCC)(=O)C>[F:2][C:3]1[CH:4]=[CH:5][C:6]([OH:21])=[C:7]([CH:9]2[CH2:18][C:17]3[N:16]=[CH:15][CH:14]=[C:13]([CH3:19])[C:12]=3[C:11](=[O:20])[CH2:10]2)[CH:8]=1 |f:0.1,3.4.5|. Reported procedure: To 7-(5-fluoro-2-methoxyphenyl)-4-methyl-5,6,7,8-tetrahydroquinolin-5-one hydrochloride (2.13 g) were added water (20 ml), anhydrous potassium carbonate (1.5 g) and ethyl acetate (50 ml). The mixture was shaken, and the separated upper layer was concentrated under reduced pressure. The residue was dissolved in dichloromethane (15 ml), and to the solution was added dropwise a solution of 1M-boron tribromide-dichloromethane (21 ml), while stirring in ice-cooling bath. The bath was removed, and the...